From a dataset of the Open Reaction Database (ORD), a public repository of structured organic reaction records. describe an organic reaction: reactants, conditions, products, and yield Reagents/catalysts: CN(C1=CC=NC=C1)C (4-dimethylaminopyridine). Procedure details: To a solution of 2-(3-(2-amino-2-oxoacetyl)-1-benzyl-2-methyl-1H-pyrrolo[3,2-c]pyridin-4-yloxy)acetic acid ILY-II-1 (1.5 mmol) in dichloromethane/dimethylformamide (5:1) is added aspartic acid dibenzyl ester (313 mg 1.5 mmol), 4-dimethylaminopyridine (18 mg 0.15 mmol), 1-hydroxybenzotriazole (202 mg, 1.5 mmol) and 1-(3-dimethylaminopropyl)-3-ethylcarbodiimide hydrochloride (286 mg, 1.5 mmol), respectively and reaction mixture allows to stir at room temperature. After 6 hrs the reaction is dilute... Reaction SMILES: NC(=O)C([C:5]1[C:9]2[C:10]([O:14][CH2:15]C(O)=O)=[N:11][CH:12]=[CH:13][C:8]=2[N:7]([CH2:19][C:20]2[CH:25]=[CH:24][CH:23]=[CH:22][CH:21]=2)[C:6]=1[CH3:26])=O.C(OC(=O)[C@H](CC(OCC1C=CC=CC=1)=O)N)C1C=CC=CC=1.ON1C2C=CC=CC=2N=N1.Cl.CN(C)CCCN=C=NCC>ClCCl.CN(C)C=O.CN(C)C1C=CN=CC=1.ClCCl>[CH2:19]([N:7]1[C:8]2[CH:13]=[CH:12][N:11]=[C:10]([O:14][CH3:15])[C:9]=2[CH:5]=[C:6]1[CH3:26])[C:20]1[CH:21]=[CH:22][CH:23]=[CH:24][CH:25]=1 |f:3.4,5.6|. The product is C(C1=CC=CC=C1)N1C(=CC=2C(=NC=CC21)OC)C (1-benzyl-4-methoxy-2-methyl-1H-pyrrolo[3,2-c]pyridine). The solvent is ClCCl.CN(C=O)C (dichloromethane dimethylformamide), ClCCl (dichloromethane). The reactants are C(C1=CC=CC=C1)OC([C@@H](N)CC(=O)OCC1=CC=CC=C1)=O (aspartic acid dibenzyl ester), ON1N=NC2=C1C=CC=C2 (1-hydroxybenzotriazole), Cl.CN(CCCN=C=NCC)C (1-(3-dimethylaminopropyl)-3-ethylcarbodiimide hydrochloride), NC(C(=O)C1=C(N(C2=C1C(=NC=C2)OCC(=O)O)CC2=CC=CC=C2)C)=O (2-(3-(2-amino-2-oxoacetyl)-1-benzyl-2-methyl-1H-pyrrolo[3,2-c]pyridin-4-yloxy)acetic acid).